This data is from the Open Reaction Database (ORD), a public repository of structured organic reaction records. The task is: describe an organic reaction: reactants, conditions, products, and yield Reactants: [OH-].[Na+] (sodium hydroxide), CC=1C(=C(C(=NC1C(=O)O)C(=O)O)C)OC (dimethyl 4-methoxy-pyridin-2,6-dicarboxylic acid), CC=1C(=C(C(=NC1C(=O)O)C(=O)O)C)OC (dimethyl 4-methoxy-pyridin-2,6-dicarboxylic acid), [OH-].[Na+] (sodium hydroxide), acidic ion. Solvent: CO (methanol), O (water). Conditions: temperature 0 celsius, time 1 hour. The product is CC=1C(=NC(=CC1OC)C(=O)O)C(=O)O (Methyl 4-methoxy-pyridin-2,6-dicarboxylic acid). Isolated yield 99.5%. RXN SMILES: C[C:2]1[C:3]([O:15][CH3:16])=[C:4]([CH3:14])[C:5]([C:11]([OH:13])=[O:12])=[N:6][C:7]=1[C:8]([OH:10])=[O:9].[OH-].[Na+]>O.CO>[CH3:14][C:4]1[C:5]([C:11]([OH:13])=[O:12])=[N:6][C:7]([C:8]([OH:10])=[O:9])=[CH:2][C:3]=1[O:15][CH3:16] |f:1.2|. Procedure: 3.0 g of dimethyl 4-methoxy-pyridin-2,6-dicarboxylic acid (compound F6) are dissolved in 280 ml of water and 420 ml of methanol. After cooling to 0° C., 14.65 ml of a sodium hydroxide solution (strength 1.0 M) is added dropwise (15 min). After 1 h, the mixture is allowed to warm up to room temperature and is stirred for further 21 h during which time 2.0 ml of sodium hydroxide solution are gradually added. Subsequently, 6.5 g of acidic ion exchange resin (Amberlite IR-120 [H+]) are added for neu... Starting materials: C(C)(C)N(CC)C(C)C (diisopropylethyl amine), FC(S(=O)(=O)O[Si](C)(C)C)(F)F (Trimethylsilyl trifluoromethanesulfonate), O=S1(CCN(C=C1)C1=CC=C(C=C1)N1C(O[C@H](C1)CNC(OC(C)(C)C)=O)=O)=O ([[(5S)-3-[4-(2,3-dihydro-1,1-dioxido-4H-1,4-thiazin-4-yl)phenyl]-2-oxo-5-oxazolidinyl]methyl]carbamic acid, 1,1-dimethylethyl ester), N1=C(C=CC=C1C)C (2,6-lutidine), C1(=CC=CC=C1)C(CCOC(C(F)F)=S)C1=CC=CC=C1 (difluoro-thioacetic acid O-(3,3-diphenyl-propyl) ester). The solvent is CO (methanol), ClCCl (dichloromethane), ClCCl (dichloromethane). Run at time 1 hour. Yields the product O=S1(CCN(C=C1)C1=CC=C(C=C1)N1C(O[C@H](C1)CNC(C(F)F)=S)=O)=O (N-[[(5S)-3-[4-(2,3-dihydro-1,1-dioxido-4H-1,4-thiazin-4-yl)phenyl]-2-oxo-5-oxazolidinyl]methyl]-2,2-difluoroethanethioamide). Reaction SMILES: FC(F)(F)S(O[Si](C)(C)C)(=O)=O.[O:13]=[S:14]1(=[O:41])[CH:19]=[CH:18][N:17]([C:20]2[CH:25]=[CH:24][C:23]([N:26]3[CH2:30][C@H:29]([CH2:31][NH:32]C(=O)OC(C)(C)C)[O:28][C:27]3=[O:40])=[CH:22][CH:21]=2)[CH2:16][CH2:15]1.N1C(C)=CC=CC=1C.C(N(C(C)C)CC)(C)C.C1(C(C2C=CC=CC=2)CCO[C:69](=[S:73])[CH:70]([F:72])[F:71])C=CC=CC=1>ClCCl.CO>[O:41]=[S:14]1(=[O:13])[CH:19]=[CH:18][N:17]([C:20]2[CH:25]=[CH:24][C:23]([N:26]3[CH2:30][C@H:29]([CH2:31][NH:32][C:69](=[S:73])[CH:70]([F:72])[F:71])[O:28][C:27]3=[O:40])=[CH:22][CH:21]=2)[CH2:16][CH2:15]1. Procedure: Trimethylsilyl trifluoromethanesulfonate (0.26 mL, 1.41 mmol) is added slowly over 15 min to a solution of the product from Step 7 (0.30 g, 0.71 mmol) and 2,6-lutidine (0.25 mL, 2.1 mmol) in dichloromethane (1.5 mL). The solution is stirred at room temperature for 1 h and then treated with methanol (1 mL). After 30 min, the solution is concentrated and redissolved in methanol (4 mL) and diisopropylethyl amine (0.38 mL, 2.1 mmol) is added. A solution of difluoro-thioacetic acid O-(3,3-diphenyl-pr... The reactants are N1CCNCCC1 (homopiperazine), Cl.Cl.N1CCNCCC1 (homopiperazine dihydrochloride salt), [I-].[Na+] (sodium iodide), CS(=O)(=O)C1=CC=C(CBr)C=C1 (4-(methylsulfonyl)benzyl bromide). Solvent: C(C)O (ethanol). Conditions: temperature 70 celsius, time 14 hour. Yields the product CS(=O)(=O)C1=CC=C(CN2CCNCCC2)C=C1 (1-[4-(methylsulfonyl)benzyl]homopiperazine). The yield is 65.4%. Reaction SMILES: [NH:1]1[CH2:7][CH2:6][CH2:5][NH:4][CH2:3][CH2:2]1.Cl.Cl.N1CCCNCC1.[I-].[Na+].[CH3:19][S:20]([C:23]1[CH:30]=[CH:29][C:26]([CH2:27]Br)=[CH:25][CH:24]=1)(=[O:22])=[O:21]>C(O)C>[CH3:19][S:20]([C:23]1[CH:30]=[CH:29][C:26]([CH2:27][N:1]2[CH2:7][CH2:6][CH2:5][NH:4][CH2:3][CH2:2]2)=[CH:25][CH:24]=1)(=[O:21])=[O:22] |f:1.2.3,4.5|. Procedure: A mixture of 120 mg of homopiperazine, 216 mg of homopiperazine dihydrochloride salt, 3 mL of ethanol was heated to 70° C. into a solution. To this solution were added sequentially 383 mg of sodium iodide and 250 mg of 4-(methylsulfonyl)benzyl bromide, followed by stirring at 70° C. for 14 hours. After the solution was cooled to room temperature, ethanol was removed under reduced pressure and 20 mL of aqueous 2N sodium hydroxide was added and the mixture was extracted with 20 mL×2 of ethyl aceta... The reactants are [Al+3], Cc1ccc(C(=O)Cl)c(C)c1, Cc1ccccc1, [Cl-], [Cl-], [Cl-], Clc1ccccc1Cl, Cl, Fc1ccccc1. Reaction SMILES: [Al+3:2].[CH3:12][c:13]1[c:14]([C:15](=[O:16])[Cl:17])[cH:18][cH:19][c:20]([CH3:22])[cH:21]1.[CH3:32][c:33]1[cH:34][cH:35][cH:36][cH:37][cH:38]1.[Cl-:1].[Cl-:3].[Cl-:4].[Cl:24][c:25]1[c:26]([Cl:27])[cH:28][cH:29][cH:30][cH:31]1.[ClH:23].[F:5][c:6]1[cH:7][cH:8][cH:9][cH:10][cH:11]1>>[F:5][c:6]1[cH:7][cH:8][c:9]([C:15]([c:14]2[c:13]([CH3:12])[cH:21][c:20]([CH3:22])[cH:19][cH:18]2)=[O:16])[cH:10][cH:11]1. The product is Cc1ccc(C(=O)c2ccc(F)cc2)c(C)c1. Starting materials: [Br-], CC(C)Cc1ccc(C(Cc2ccc(C(=O)Cl)cc2)c2ccc(CC(C)C)cc2)cc1, C[Mg+], CCOC(C)=O, Cl, C1CCOC1, c1ccc2[nH]ccc2c1. Product: CC(C)Cc1ccc(C(Cc2ccc(C(=O)c3c[nH]c4ccccc34)cc2)c2ccc(CC(C)C)cc2)cc1. RXN SMILES: [Br-:10].[CH2:13]([CH:14]([CH3:15])[CH3:16])[c:17]1[cH:18][cH:19][c:20]([CH:23]([CH2:24][c:25]2[cH:26][cH:27][c:28]([C:29](=[O:30])[Cl:31])[cH:32][cH:33]2)[c:34]2[cH:35][cH:36][c:37]([CH2:40][CH:41]([CH3:42])[CH3:43])[cH:38][cH:39]2)[cH:21][cH:22]1.[CH3:11][Mg+:12].[CH3:50][CH2:51][O:52][C:53](=[O:54])[CH3:55].[ClH:44].[O:45]1[CH2:46][CH2:47][CH2:48][CH2:49]1.[nH:1]1[cH:2][cH:3][c:4]2[cH:5][cH:6][cH:7][cH:8][c:9]12>>[nH:1]1[cH:2][c:3]([C:29]([c:28]2[cH:27][cH:26][c:25]([CH2:24][CH:23]([c:20]3[cH:19][cH:18][c:17]([CH2:13][CH:14]([CH3:15])[CH3:16])[cH:22][cH:21]3)[c:34]3[cH:35][cH:36][c:37]([CH2:40][CH:41]([CH3:42])[CH3:43])[cH:38][cH:39]3)[cH:33][cH:32]2)=[O:30])[c:4]2[cH:5][cH:6][cH:7][cH:8][c:9]12. Reactants: Cl.C(C)(=O)OCC (Hydrochloric acid ethyl acetate), C(C1=CC=CC=C1)N1CCN(CC1)C(=O)OCCC1N(CCCC1)C(CCCCCCCCCCCCCCCCC)=O (2-(1-octadecanoyl-2-piperidyl)ethyl 4-benzyltetrahydro- 1 (2H)-pyrazinecarboxylate). The solvent is C(C)(=O)OCC (ethyl acetate). Run at time 30 minute. Product: Cl.C(C1=CC=CC=C1)N1CCN(CC1)C(=O)OCCC1N(CCCC1)C(CCCCCCCCCCCCCCCCC)=O (2-(1-Octadecanoyl-2-piperidyl)ethyl 4-benzyltetrahydro-1 (2H)-pyrazinecarboxylate hydrochloride). Reaction SMILES: [ClH:1].C(OCC)(=O)C.[CH2:8]([N:15]1[CH2:20][CH2:19][N:18]([C:21]([O:23][CH2:24][CH2:25][CH:26]2[CH2:31][CH2:30][CH2:29][CH2:28][N:27]2[C:32](=[O:50])[CH2:33][CH2:34][CH2:35][CH2:36][CH2:37][CH2:38][CH2:39][CH2:40][CH2:41][CH2:42][CH2:43][CH2:44][CH2:45][CH2:46][CH2:47][CH2:48][CH3:49])=[O:22])[CH2:17][CH2:16]1)[C:9]1[CH:14]=[CH:13][CH:12]=[CH:11][CH:10]=1>C(OCC)(=O)C>[ClH:1].[CH2:8]([N:15]1[CH2:20][CH2:19][N:18]([C:21]([O:23][CH2:24][CH2:25][CH:26]2[CH2:31][CH2:30][CH2:29][CH2:28][N:27]2[C:32](=[O:50])[CH2:33][CH2:34][CH2:35][CH2:36][CH2:37][CH2:38][CH2:39][CH2:40][CH2:41][CH2:42][CH2:43][CH2:44][CH2:45][CH2:46][CH2:47][CH2:48][CH3:49])=[O:22])[CH2:17][CH2:16]1)[C:9]1[CH:14]=[CH:13][CH:12]=[CH:11][CH:10]=1 |f:0.1,4.5|. Reported procedure: 4N Hydrochloric acid/ethyl acetate solution (1.24 ml) was added to a solution of 2-(1-octadecanoyl-2-piperidyl)ethyl 4-benzyltetrahydro- 1 (2H)-pyrazinecarboxylate (2.465 g) in ethyl acetate (25 ml). After being stirred for 30 minutes, the reaction mixture was concentrated. The residue was recrystallized with ethyl acetate, thereby yielding the entitled compound (2.041 g) as white solid. As a reaction SMILES: Br[C:2]1[CH:10]=[C:9]2[C:5]([CH:6]=[CH:7][NH:8]2)=[CH:4][CH:3]=1.[C:11]([O:15][CH3:16])(=[O:14])[CH:12]=[CH2:13]>C(Cl)Cl.CC([O-])=O.CC([O-])=O.[Pd+2]>[CH3:16][O:15][C:11](=[O:14])[CH:12]=[CH:13][C:2]1[CH:10]=[C:9]2[C:5]([CH:6]=[CH:7][NH:8]2)=[CH:4][CH:3]=1 |f:3.4.5|. The yield is 72.6%. Reactants: BrC1=CC=C2C=CNC2=C1 (6-bromoindole), C(C=C)(=O)OC (methyl acrylate), TEA. Reported procedure: To a resealable reaction tube was added 6-bromoindole (5 g, 26 mmol), methyl acrylate (2.9 ml, 32 mmol), TEA (4.4 ml, 32 mmol), (o-Tol)3P (0.78 g, 2.6 mmol) and Pd(OAc)2 (0.29 g, 1.3 mmol). The reaction tube was sealed and the resulting mixture was stirred at 100° C. for 20 hours, then cooled to room temperature, diluted with DCM, and filtered through celite. The filter cake was washed with DCM. The filtrate was concentrated and purified via flash chromatography (hexane/EtOAc) to provide 3-(1H-i... Reaction conditions: temperature 100 celsius, time 20 hour. Solvent: C(Cl)Cl (DCM). The product is COC(C=CC1=CC=C2C=CNC2=C1)=O (3-(1H-Indol-6-yl)-acrylic acid methyl ester). Reagents/catalysts: CC(=O)[O-].CC(=O)[O-].[Pd+2] (Pd(OAc)2).